From a dataset of the Open Reaction Database (ORD), a public repository of structured organic reaction records. describe an organic reaction: reactants, conditions, products, and yield Starting materials: C1CNC1, CCCP(=O)(O)O, Cn1ncc(C(=O)O)c1C(=O)Nc1ccn2nc(-c3ccccc3)nc2c1, C1CCOC1. Product: Cn1ncc(C(=O)N2CCC2)c1C(=O)Nc1ccn2nc(-c3ccccc3)nc2c1. Reaction SMILES: [CH2:28]1[CH2:29][NH:30][CH2:31]1.[CH2:32]([P:33]([OH:34])([OH:35])=[O:36])[CH2:37][CH3:38].[CH3:1][n:2]1[n:3][cH:4][c:5]([C:25](=[O:26])[OH:27])[c:6]1[C:7]([NH:8][c:9]1[cH:10][c:11]2[n:12]([cH:13][cH:14]1)[n:15][c:16](-[c:18]1[cH:19][cH:20][cH:21][cH:22][cH:23]1)[n:17]2)=[O:24].[O:39]1[CH2:40][CH2:41][CH2:42][CH2:43]1>>[CH3:1][n:2]1[n:3][cH:4][c:5]([C:25](=[O:27])[N:30]2[CH2:29][CH2:28][CH2:31]2)[c:6]1[C:7]([NH:8][c:9]1[cH:10][c:11]2[n:12]([cH:13][cH:14]1)[n:15][c:16](-[c:18]1[cH:19][cH:20][cH:21][cH:22][cH:23]1)[n:17]2)=[O:24]. Starting materials: Cl.Cl.COC1=CC=C(C=C1)N1CCNCC1 (1-(4-methoxyphenyl)piperazine dihydrochloride), BrCC(=O)C1=CC=CC=C1 (2-bromoacetophenone), BrCCC1=CC=CC=C1 ((2-bromoethyl)-benzene), ClC=1C=C(C=CC1OCOC)N1CCNCC1 (1-(3-chloro-4-methoxymethoxyphenyl)-piperazine). Yields the product ClC=1C=C(C=CC1OCOC)N1CCN(CC1)CC(=O)C1=CC=CC=C1 (2-[4-(3-chloro-4-methoxymethoxyphenyl)piperazin-1-yl]-1-phenylethan-1-one). Isolated yield 16.7%. RXN SMILES: Cl.Cl.COC1C=CC(N2CCNCC2)=CC=1.BrCCC1C=CC=CC=1.[Cl:26][C:27]1[CH:28]=[C:29]([N:37]2[CH2:42][CH2:41][NH:40][CH2:39][CH2:38]2)[CH:30]=[CH:31][C:32]=1[O:33][CH2:34][O:35][CH3:36].Br[CH2:44][C:45]([C:47]1[CH:52]=[CH:51][CH:50]=[CH:49][CH:48]=1)=[O:46]>>[Cl:26][C:27]1[CH:28]=[C:29]([N:37]2[CH2:38][CH2:39][N:40]([CH2:44][C:45]([C:47]3[CH:52]=[CH:51][CH:50]=[CH:49][CH:48]=3)=[O:46])[CH2:41][CH2:42]2)[CH:30]=[CH:31][C:32]=1[O:33][CH2:34][O:35][CH3:36] |f:0.1.2|. Procedure: Production Example 1 was repeated except that 1-(4-methoxyphenyl)piperazine dihydrochloride and (2-bromoethyl)-benzene were replaced with 1-(3-chloro-4-methoxymethoxyphenyl)-piperazine (924 mg) and 2-bromoacetophenone (789 mg), respectively. Thus obtained crude product was purified on silica gel column chromatography (eluent, chloroform: acetone=20:1), to provide 2-[4-(3-chloro-4-methoxymethoxyphenyl)piperazin-1-yl]-1-phenylethan-1-one (225 mg). Reactants: [BH4-], CC(=O)O, COC1CC(c2cc(Cl)cc(Cl)c2)CN1C(=O)OC(C)(C)C, [Na+], [Na+], [OH-]. Product: CC(C)(C)OC(=O)N1CCC(c2cc(Cl)cc(Cl)c2)C1. Reaction SMILES: [BH4-:23].[CH3:27][C:28](=[O:29])[OH:30].[Cl:1][c:2]1[cH:3][c:4]([CH:9]2[CH2:10][CH:11]([O:21][CH3:22])[N:12]([C:14](=[O:15])[O:16][C:17]([CH3:18])([CH3:19])[CH3:20])[CH2:13]2)[cH:5][c:6]([Cl:8])[cH:7]1.[Na+:24].[Na+:26].[OH-:25]>>[Cl:1][c:2]1[cH:3][c:4]([CH:9]2[CH2:10][CH2:11][N:12]([C:14](=[O:15])[O:16][C:17]([CH3:18])([CH3:19])[CH3:20])[CH2:13]2)[cH:5][c:6]([Cl:8])[cH:7]1. Reactants: ClC1=CC=C(C=C1)NC1=NC=CC=C1N (N2-(4-chlorophenyl)pyridine-2,3-diamine), C(C(=O)OCC)(=O)OCC (diethyl ethanedioate). Run at temperature 140 celsius, time 18 hour. Product: ClC1=CC=C(C=C1)N1C(=NC=2C1=NC=CC2)C(=O)OCC (ethyl 3-(4-chlorophenyl)-3H-imidazo[4,5-b]pyridine-2-carboxylate). As a reaction SMILES: [Cl:1][C:2]1[CH:7]=[CH:6][C:5]([NH:8][C:9]2[C:14]([NH2:15])=[CH:13][CH:12]=[CH:11][N:10]=2)=[CH:4][CH:3]=1.[C:16](OCC)(=O)[C:17]([O:19][CH2:20][CH3:21])=[O:18]>>[Cl:1][C:2]1[CH:7]=[CH:6][C:5]([N:8]2[C:9]3=[N:10][CH:11]=[CH:12][CH:13]=[C:14]3[N:15]=[C:16]2[C:17]([O:19][CH2:20][CH3:21])=[O:18])=[CH:4][CH:3]=1. Reported procedure: A mixture of N2-(4-chlorophenyl)pyridine-2,3-diamine (C9) (1.8 g, 8.2 mmol) and diethyl ethanedioate (18 g, 123 mmol) was stirred at 140° C. for 18 hours. Purification using silica gel chromatography (Gradient: 16% to 50% ethyl acetate in petroleum ether) provided the product as a brown solid, containing approximately 30% of a contaminant by 1H NMR analysis. Yield: 250 mg, 0.83 mmol, 10%. 1H NMR (400 MHz, CD3OD), product peaks only: δ 8.49 (dd, J=4.8, 1.5 Hz, 1H), 8.31 (dd, J=8.2, 1.4 Hz, 1H), 7... Starting materials: NC=1C=NC2=CC(=CC=C2C1NCCCO)Br (3-[(3-amino-7-bromoquinolin-4-yl)amino]propan-1-ol), Cl.N1=CC=CC=C1 (pyridine hydrochloride), C(CCC)(OC)(OC)OC (trimethyl orthobutyrate). Solvent: C1(=CC=CC=C1)C (toluene). Conditions: time 2 hour. The product is BrC=1C=CC=2C3=C(C=NC2C1)N=C(N3CCCO)CCC (3-(7-bromo-2-propyl-1H-imidazo[4,5-c]quinolin-1-yl)propan-1-ol). The yield is 230.6%. Reaction SMILES: [NH2:1][C:2]1[CH:3]=[N:4][C:5]2[C:10]([C:11]=1[NH:12][CH2:13][CH2:14][CH2:15][OH:16])=[CH:9][CH:8]=[C:7]([Br:17])[CH:6]=2.Cl.N1C=[CH:23][CH:22]=[CH:21][CH:20]=1.C(OC)(OC)(OC)CCC>C1(C)C=CC=CC=1>[Br:17][C:7]1[CH:8]=[CH:9][C:10]2[C:11]3[N:12]([CH2:13][CH2:14][CH2:15][OH:16])[C:20]([CH2:21][CH2:22][CH3:23])=[N:1][C:2]=3[CH:3]=[N:4][C:5]=2[CH:6]=1 |f:1.2|. Procedure: A mixture of 3-[(3-amino-7-bromoquinolin-4-yl)amino]propan-1-ol (7.2 g, 24 mmol), pyridine hydrochloride (1.05 g, 9.09 mmol) and trimethyl orthobutyrate (4.05 mL, 25.5 mmol) in toluene (240 mL) was heated at reflux for two hours under an atmosphere of nitrogen. The solvent was removed under reduced pressure, and the residue was dissolved in methanol (100 mL). Aqueous sodium hydroxide (15 mL of 6 M) was added to the solution, and the resulting mixture was stirred for two hours at ambient temperat... Reactants: ClCCl, O=[Cr](=O)([O-])Cl, OCCCC#Cc1ccccc1, c1cc[nH+]cc1. The product is O=CCCC#Cc1ccccc1. Reaction SMILES: [Cl:24][CH2:25][Cl:26].[O:13]=[Cr:14]([Cl:15])([O-:16])=[O:17].[c:1]1([C:7]#[C:8][CH2:9][CH2:10][CH2:11][OH:12])[cH:2][cH:3][cH:4][cH:5][cH:6]1.[nH+:18]1[cH:19][cH:20][cH:21][cH:22][cH:23]1>>[c:1]1([C:7]#[C:8][CH2:9][CH2:10][CH:11]=[O:12])[cH:2][cH:3][cH:4][cH:5][cH:6]1.